This data is from the Open Reaction Database (ORD), a public repository of structured organic reaction records. The task is: describe an organic reaction: reactants, conditions, products, and yield Reactants: C[C@H]1[C@@H](CNC1)C=1NC(C2=C(N1)N(N=C2)C2CCOCC2)=O (6-[(3S,4S)-4-methylpyrrolidin-3-yl]-1-(tetrahydro-2H-pyran-4-yl)-1H-pyrazolo[3,4-d]pyrimidin-4(5H)-one), C(C1=CC=CC=C1)N1C[C@H]([C@@H](C1)C)C=1NC(C2=C(N1)N(N=C2C)C2CCOCC2)=O (6-[(3S,4S)-1-benzyl-4-methylpyrrolidin-3-yl]-3-methyl-1-(tetrahydro-2H-pyran-4-yl)-1,5-dihydro-4H-pyrazolo[3,4-d]pyrimidin-4-one). The product is CC1=NN(C=2N=C(NC(C21)=O)[C@@H]2CNC[C@H]2C)C2CCOCC2 (3-methyl-6-[(3S,4S)-4-methylpyrrolidin-3-yl]-1-(tetrahydro-2H-pyran-4-yl)-1H-pyrazolo[3,4-d]pyrimidin-4(5H)-one). As a reaction SMILES: C[C@@H]1CNC[C@H]1C1NC(=O)C2C=NN(C3CCOCC3)C=2N=1.C([N:30]1[CH2:34][C@@H:33]([CH3:35])[C@H:32]([C:36]2[NH:37][C:38](=[O:52])[C:39]3[C:44]([CH3:45])=[N:43][N:42]([CH:46]4[CH2:51][CH2:50][O:49][CH2:48][CH2:47]4)[C:40]=3[N:41]=2)[CH2:31]1)C1C=CC=CC=1>>[CH3:45][C:44]1[C:39]2[C:38](=[O:52])[NH:37][C:36]([C@H:32]3[C@H:33]([CH3:35])[CH2:34][NH:30][CH2:31]3)=[N:41][C:40]=2[N:42]([CH:46]2[CH2:51][CH2:50][O:49][CH2:48][CH2:47]2)[N:43]=1. Reported procedure: Following the procedure for the preparation of 6-[(3S,4S)-4-methylpyrrolidin-3-yl]-1-(tetrahydro-2H-pyran-4-yl)-1H-pyrazolo[3,4-d]pyrimidin-4(5H)-one but substituting 6-[(3S,4S)-1-benzyl-4-methylpyrrolidin-3-yl]-3-methyl-1-(tetrahydro-2H-pyran-4-yl)-1,5-dihydro-4H-pyrazolo[3,4-d]pyrimidin-4-one provided the title compound. 400 MHz 1H NMR (CDCl3) δ 4.85-4.81 (m, 1H), 4.08-4.04 (m, 2H), 3.61-3.55 (m, 2H), 3.31-3.28 (m, 3H), 2.84-2.82 (m, 1H), 2.60-2.53 (m, 2H), 2.49 (s, 3H), 2.29-2.25 (m, 2H), 1.8... Starting materials: Cl.C(C)(=N)N (acetamidine hydrochloride), C(C)OC(C(C(C)NC(CC(C)C)=O)=O)=O (ethyl-3-isovaleramido-2-oxobutyrate), enol esters, O.NN (Hydrazine hydrate). The solvent is C(C)O (ethanol), C(C)O (ethanol), C(C)O (ethanol). Conditions: time 10 minute. Yields the product C(CC(C)C)(=O)NC(C)C=1C(NC(=NN1)C)=O (6-(1-Isovaleramidoethyl)-3-methyl-1,2,4-triazin-5(4H)-one). RXN SMILES: O.[NH2:2]N.Cl.[C:5]([NH2:8])(=[NH:7])[CH3:6].C([O:11][C:12](=O)[C:13](=O)[CH:14]([NH:16][C:17](=[O:22])[CH2:18][CH:19]([CH3:21])[CH3:20])[CH3:15])C>C(O)C>[C:17]([NH:16][CH:14]([C:13]1[C:12](=[O:11])[NH:7][C:5]([CH3:6])=[N:8][N:2]=1)[CH3:15])(=[O:22])[CH2:18][CH:19]([CH3:21])[CH3:20] |f:0.1,2.3|. Procedure: Hydrazine hydrate (100%, 78 ml, 80 g) in absolute ethanol (40 ml) was added with stirring over a period of 15 minutes to a solution of acetamidine hydrochloride (151 g) in absolute ethanol (1200 ml) cooled to 5°. The mixture was stirred for a further 10 minutes, then ethyl-3-isovaleramido-2-oxobutyrate [prepared by hydrolysis of the enol esters (535 g) as in Example 1(i)] in absolute ethanol (200 ml) was added and heated at 70°-80° with stirring for 20 hours. After cooling the mixture to room te...